Dataset: the Open Reaction Database (ORD), a public repository of structured organic reaction records. Task: describe an organic reaction: reactants, conditions, products, and yield Starting materials: [Li+].[OH-] (LiOH), O (water), C1(=CC(=CC=C1)CCOC(C1=CC(=C(C=C1)OCCC=1C=C(C=CC1)C)C=O)=O)C (3-Formyl-4-(2-m-tolyl-ethoxy)-benzoic acid 2-m-tolyl-ethyl ester), [Li+].[OH-] (LiOH), O (water). Solvent: C1CCOC1 (THF). Run at time 4 hour. Yields the product C(=O)C=1C=C(C(=O)O)C=CC1OCCC=1C=C(C=CC1)C (3-Formyl-4-(2-m-tolyl-ethoxy)-benzoic acid). Isolated yield 21.2%. RXN SMILES: C1(C)C=CC=C(CC[O:9][C:10](=[O:29])[C:11]2[CH:16]=[CH:15][C:14]([O:17][CH2:18][CH2:19][C:20]3[CH:21]=[C:22]([CH3:26])[CH:23]=[CH:24][CH:25]=3)=[C:13]([CH:27]=[O:28])[CH:12]=2)C=1.[Li+].[OH-].O>C1COCC1>[CH:27]([C:13]1[CH:12]=[C:11]([CH:16]=[CH:15][C:14]=1[O:17][CH2:18][CH2:19][C:20]1[CH:21]=[C:22]([CH3:26])[CH:23]=[CH:24][CH:25]=1)[C:10]([OH:29])=[O:9])=[O:28] |f:1.2|. Procedure: 8.0 g of 3-Formyl-4-(2-m-tolyl-ethoxy)-benzoic acid 2-m-tolyl-ethyl ester and 1.7 g of LiOH (Monohydrate) were stirred in 30 ml of THF and 2 ml of water at room temperature for 16 h. Then, an additional 1 g of LiOH (monohydrate) was added and the mixture stirred at room temperature for 4 h. Then, 100 ml of water were added, the THF evaporated and the aqueous layer was washed twice with diisopropylether, 100 ml each. The aqueous layer was then acidified to pH=3 using aqueous HCl-solution and the ... Starting materials: CC(C(=O)OCOC(=O)C1(CCN(CC1)CC1=CC=C(C=C1)C1=NOC(=N1)C1=CC(=C(C=C1)C1=CC=CC=C1)F)C(=O)OCC1=CC=CC=C1)(C)C (1-{4-[5-(2-fluorobiphenyl-4-yl)-1,2,4-oxadiazol-3-yl]benzyl}-piperidine-4,4-dicarboxylic acid benzyl ester (2,2-dimethyl-propanoyl-oxymethyl) ester). The reagents and catalysts are [Pd] (Pd/C). Run in C(C)O (ethanol), C(C)(=O)OCC (ethyl acetate). Conditions: time 2.5 hour. Product: CC(C(=O)OCOC(=O)C1(CCN(CC1)CC1=CC=C(C=C1)C1=NOC(=N1)C1=CC(=C(C=C1)C1=CC=CC=C1)F)C(=O)O)(C)C (1-{4-[5-(2-fluorobiphenyl-4-yl)-1,2,4-oxadiazol-3-yl]benzyl}-piperidine-4,4-dicarboxylic acid (2,2-dimethyl-propanoyloxymethyl)ester). As a reaction SMILES: [CH3:1][C:2]([CH3:52])([CH3:51])[C:3]([O:5][CH2:6][O:7][C:8]([C:10]1([C:41]([O:43]CC2C=CC=CC=2)=[O:42])[CH2:15][CH2:14][N:13]([CH2:16][C:17]2[CH:22]=[CH:21][C:20]([C:23]3[N:27]=[C:26]([C:28]4[CH:33]=[CH:32][C:31]([C:34]5[CH:39]=[CH:38][CH:37]=[CH:36][CH:35]=5)=[C:30]([F:40])[CH:29]=4)[O:25][N:24]=3)=[CH:19][CH:18]=2)[CH2:12][CH2:11]1)=[O:9])=[O:4]>C(O)C.C(OCC)(=O)C.[Pd]>[CH3:1][C:2]([CH3:52])([CH3:51])[C:3]([O:5][CH2:6][O:7][C:8]([C:10]1([C:41]([OH:43])=[O:42])[CH2:11][CH2:12][N:13]([CH2:16][C:17]2[CH:18]=[CH:19][C:20]([C:23]3[N:27]=[C:26]([C:28]4[CH:33]=[CH:32][C:31]([C:34]5[CH:35]=[CH:36][CH:37]=[CH:38][CH:39]=5)=[C:30]([F:40])[CH:29]=4)[O:25][N:24]=3)=[CH:21][CH:22]=2)[CH2:14][CH2:15]1)=[O:9])=[O:4]. Reported procedure: To a solution of 1-{4-[5-(2-fluorobiphenyl-4-yl)-1,2,4-oxadiazol-3-yl]benzyl}-piperidine-4,4-dicarboxylic acid benzyl ester (2,2-dimethyl-propanoyl-oxymethyl) ester (0.37 g, 0.00052 mol) in a mixture of ethanol and ethyl acetate (20 mL, 1:1) is added 5% Pd/C (0.133 g). The reaction mixture is stirred at room temperature and hydrogen gas is bubbled through it. This process is continued for 2.5 hours. The reaction mixture is filtered through a celite bed, washed with tetrahydrofuran (2×30 mL) and ...